This data is from the Open Reaction Database (ORD), a public repository of structured organic reaction records. The task is: describe an organic reaction: reactants, conditions, products, and yield The yield is 36.0%. Solvent: O (water), C1CCOC1 (THF), C1CCOC1 (THF). Reaction SMILES: [Li+].CC([N-]C(C)C)C.C(NC(C)C)(C)C.[Li]CCCC.[CH3:21][N:22]1[CH:26]=[CH:25][C:24]([CH3:27])=[N:23]1.CN1C(C)=CC=N1.[CH2:35]([Sn:39](Cl)([CH2:44][CH2:45][CH2:46][CH3:47])[CH2:40][CH2:41][CH2:42][CH3:43])[CH2:36][CH2:37][CH3:38]>C1COCC1.O>[CH3:21][N:22]1[C:26]([Sn:39]([CH2:40][CH2:41][CH2:42][CH3:43])([CH2:44][CH2:45][CH2:46][CH3:47])[CH2:35][CH2:36][CH2:37][CH3:38])=[CH:25][C:24]([CH3:27])=[N:23]1 |f:0.1|. Procedure: To a solution of LDA (prepared from diisopropylamine (3.6 mL, 1.1 equiv) and n-BuLi (1.6M in hexanes, 14.3 mL, 1.1 equiv) in THF (80 mL) at −78° C. was added dropwise a solution containing a 1:1 mixture of 1,3-dimethyl-1H-pyrazole and 1,5-dimethyl-1H-pyrazole (2 g, 1 equiv) in THF (5 mL) with keeping the temperature below −70° C. At the end of the addition, the mixture was stirred for 30 min at −78° C. before addition of tributyltin chloride (6.16 mL, 1.1 equiv) with keeping the temperature belo... The product is CN1N=C(C=C1[Sn](CCCC)(CCCC)CCCC)C (1,3-dimethyl-5-tributylstannanyl-1H-pyrazole). Reactants: C(CCC)[Sn](CCCC)(CCCC)Cl (tributyltin chloride), CN1N=C(C=C1)C (1,3-dimethyl-1H-pyrazole), CN1N=CC=C1C (1,5-dimethyl-1H-pyrazole), [Li+].CC(C)[N-]C(C)C (LDA), C(C)(C)NC(C)C (diisopropylamine), [Li]CCCC (n-BuLi). Reaction conditions: temperature -78 celsius, time 2 hour.